Dataset: the Open Reaction Database (ORD), a public repository of structured organic reaction records. Task: describe an organic reaction: reactants, conditions, products, and yield The reactants are CNC, Cl, CC1Cc2ccc(-c3ccnc(C(=O)O)c3)cc2CN1c1cc(N2CCN(C)CC2)nc(N)n1. Yields the product CC1Cc2ccc(-c3ccnc(C(=O)N(C)C)c3)cc2CN1c1cc(N2CCN(C)CC2)nc(N)n1. As a reaction SMILES: [CH3:36][NH:37][CH3:38].[ClH:35].[NH2:1][c:2]1[n:3][c:4]([N:28]2[CH2:29][CH2:30][N:31]([CH3:34])[CH2:32][CH2:33]2)[cH:5][c:6]([N:8]2[CH2:9][c:10]3[cH:11][c:12](-[c:19]4[cH:20][c:21]([C:25](=[O:26])[OH:27])[n:22][cH:23][cH:24]4)[cH:13][cH:14][c:15]3[CH2:16][CH:17]2[CH3:18])[n:7]1>>[NH2:1][c:2]1[n:3][c:4]([N:28]2[CH2:29][CH2:30][N:31]([CH3:34])[CH2:32][CH2:33]2)[cH:5][c:6]([N:8]2[CH2:9][c:10]3[cH:11][c:12](-[c:19]4[cH:20][c:21]([C:25](=[O:26])[N:37]([CH3:36])[CH3:38])[n:22][cH:23][cH:24]4)[cH:13][cH:14][c:15]3[CH2:16][CH:17]2[CH3:18])[n:7]1.